From a dataset of the Open Reaction Database (ORD), a public repository of structured organic reaction records. describe an organic reaction: reactants, conditions, products, and yield The reactants are C(CO)O (ethylene glycol), ClCCCCC(=O)C1=C(C=CC(=C1)Cl)OC (5-chloro-1-(5-chloro-2-methoxyphenyl)-1-pentanone), C(CO)O (ethylene glycol), C1(=CC=CC=C1)C (toluene). The reagents and catalysts are C1=C(C=CC2=CC=CC=C12)S(=O)(=O)O (2-napthalenesulfonic acid). Solvent: O (water). Product: ClCCCCC1(OCCO1)C1=C(C=CC(=C1)Cl)OC (5-chloro-1-(5-chloro-2-methoxyphenyl)-1,1-ethylenedioxypentane). The yield is 95.4%. As a reaction SMILES: [Cl:1][CH2:2][CH2:3][CH2:4][CH2:5][C:6]([C:8]1[CH:13]=[C:12]([Cl:14])[CH:11]=[CH:10][C:9]=1[O:15][CH3:16])=[O:7].[CH2:17](O)[CH2:18][OH:19].C1(C)C=CC=CC=1>C1C2C(=CC=CC=2)C=CC=1S(O)(=O)=O.O>[Cl:1][CH2:2][CH2:3][CH2:4][CH2:5][C:6]1([C:8]2[CH:13]=[C:12]([Cl:14])[CH:11]=[CH:10][C:9]=2[O:15][CH3:16])[O:19][CH2:18][CH2:17][O:7]1. Procedure: A mixture of 5-chloro-1-(5-chloro-2-methoxyphenyl)-1-pentanone (2 g, 7.66 mmol), prepared as in Example 7, ethylene glycol (1.25 g, 20 mmol), 2-napthalenesulfonic acid (50 mg, 0.24 mmol) and toluene (approximately 80 mL) was heated 4-5 hours at reflux (removing water with a Dean-Stark trap) and then additional ethylene glycol (1 g, 16 mmol) was added. The mixture was heated approximately 16 hours at reflux and then washed with saturated sodium bicarbonate, water (3×) and brine (1×), dried (K2 CO... The reactants are CC(C)(C)OC(=O)N1CC(O)C(N2CCCC2)C1, ClCCl, O=C(O)C(F)(F)F. The product is OC1CNCC1N1CCCC1. Reaction SMILES: [C:1]([O:2][C:3](=[O:4])[N:8]1[CH2:9][CH:10]([N:14]2[CH2:15][CH2:16][CH2:17][CH2:18]2)[CH:11]([OH:13])[CH2:12]1)([CH3:5])([CH3:6])[CH3:7].[Cl:26][CH2:27][Cl:28].[OH:19][C:20]([C:21]([F:22])([F:23])[F:24])=[O:25]>>[NH:8]1[CH2:9][CH:10]([N:14]2[CH2:15][CH2:16][CH2:17][CH2:18]2)[CH:11]([OH:13])[CH2:12]1. Reactants: ClC=1C=C(C=C(C1)Cl)SC1=C(N=C(N1C)CCO)C(C)C (5-(3,5-dichlorophenylthio)-4-isopropyl-2-(2-hydroxyethyl)-1-methyl-1H-imidazole), enol ether, COC1=CCCCCCCCC1 (1-methoxycyclodecene). Product: C1(=CCCCCCCCC1)OCCC=1N(C(=C(N1)C(C)C)SC1=CC(=CC(=C1)Cl)Cl)C (2-[2-(Cyclodecen-1-yloxyl)ethyl]-5-(3,5-dichlorophenylthio)-4-isopropyl-1-methyl-1H-imidazole). The yield is 89.7%. As a reaction SMILES: [Cl:1][C:2]1[CH:3]=[C:4]([S:9][C:10]2[N:14]([CH3:15])[C:13]([CH2:16][CH2:17][OH:18])=[N:12][C:11]=2[CH:19]([CH3:21])[CH3:20])[CH:5]=[C:6]([Cl:8])[CH:7]=1.CO[C:24]1[CH2:33][CH2:32][CH2:31][CH2:30][CH2:29][CH2:28][CH2:27][CH2:26][CH:25]=1>>[C:24]1([O:18][CH2:17][CH2:16][C:13]2[N:14]([CH3:15])[C:10]([S:9][C:4]3[CH:3]=[C:2]([Cl:1])[CH:7]=[C:6]([Cl:8])[CH:5]=3)=[C:11]([CH:19]([CH3:21])[CH3:20])[N:12]=2)[CH2:33][CH2:32][CH2:31][CH2:30][CH2:29][CH2:28][CH2:27][CH2:26][CH:25]=1. Procedure details: The compound 22 (345 mg, 1 mmol) was converted to the enol ether with 1-methoxycyclodecene (841 mg, 5 mmol) in the same manner as the example 41 to give the compound 48 (432 mg, 89%). Mp 94-96° C. PMR (CDCl3 -0.1% d5 -Py): δH1.24 (6 H, d, J 6.6 Hz, (CH3)2C), 3.13 (2 H, t, J 6.2 Hz, CH2 -Im), 3.10 (1 H, m, (CH3)2CH), 3.52 (3 H, s, NCH3), 4.01 (2 H, t, J 6.2 Hz, OCH2), 4.38(1 H, t, J 8.4 Hz, =CH), 6.80 (2 H, d, J 1.6 Hz, arom-H), 7.10 (1 H, t-like, arom-H). IR(KBr)cm-1 : 3436, 3035, 1660, 1567, 15... The reactants are C(C=C)C1=CC(=NN1CC(=O)OC)C(F)(F)F (Methyl 2-(5-allyl-3-(trifluoromethyl)-1H-pyrazol-1-yl)acetate), O.[OH-].[Li+] (lithium hydroxide monohydrate). Run in C1CCOC1 (THF), O (water), CO (MeOH). Reaction conditions: time 8 hour. Yields the product C(C=C)C1=CC(=NN1CC(=O)O)C(F)(F)F (2-(5-allyl-3-(trifluoromethyl)-1H-pyrazol-1-yl)acetic acid). Isolated yield 97.9%. Reaction SMILES: [CH2:1]([C:4]1[N:8]([CH2:9][C:10]([O:12]C)=[O:11])[N:7]=[C:6]([C:14]([F:17])([F:16])[F:15])[CH:5]=1)[CH:2]=[CH2:3].O.[OH-].[Li+]>C1COCC1.O.CO>[CH2:1]([C:4]1[N:8]([CH2:9][C:10]([OH:12])=[O:11])[N:7]=[C:6]([C:14]([F:16])([F:17])[F:15])[CH:5]=1)[CH:2]=[CH2:3] |f:1.2.3|. Procedure: Methyl 2-(5-allyl-3-(trifluoromethyl)-1H-pyrazol-1-yl)acetate (120 mg, 0.48 mmol) was dissolved in THF (1 mL). To this solution was added lithium hydroxide monohydrate (70 mg) in water (1 mL) and MeOH (0.1 mL). The resulting solution was stirred at room temperature overnight. Upon completion of the reaction, the product was purified by reverse phase HPLC eluting with acetonitrile/water (with 0.1% TFA) to afford 2-(5-allyl-3-(trifluoromethyl)-1H-pyrazol-1-yl)acetic acid (110 mg, 99%) as an oil. M... Starting materials: C(C1=CC=CC=C1)OCCN1C(=C(C=2C1=NC(=CC2)C(=O)OCC)C2CCCCC2)C2=C(C=C(C=C2)OCOC)OCOC (ethyl 1-(2-benzyloxyethyl)-2-(2,4-bismethoxymethoxyphenyl)-3-cyclohexyl-1H-pyrrolo[2,3-b]pyridine-6-carboxylate), [H][H] (hydrogen). Reagents/catalysts: [C].[Pd] (palladium carbon). Solvent: O1CCCC1 (tetrahydrofuran), CO (methanol). Yields the product COCOC1=C(C=CC(=C1)OCOC)C1=C(C=2C(=NC(=CC2)C(=O)OCC)N1CCO)C1CCCCC1 (ethyl 2-(2,4-bismethoxymethoxyphenyl)-3-cyclohexyl-1-(2-hydroxyethyl)-1H-pyrrolo[2,3-b]pyridine-6-carboxylate), crude product. As a reaction SMILES: C([O:8][CH2:9][CH2:10][N:11]1[C:15]2=[N:16][C:17]([C:20]([O:22][CH2:23][CH3:24])=[O:21])=[CH:18][CH:19]=[C:14]2[C:13]([CH:25]2[CH2:30][CH2:29][CH2:28][CH2:27][CH2:26]2)=[C:12]1[C:31]1[CH:36]=[CH:35][C:34]([O:37][CH2:38][O:39][CH3:40])=[CH:33][C:32]=1[O:41][CH2:42][O:43][CH3:44])C1C=CC=CC=1.[H][H]>O1CCCC1.CO.[C].[Pd]>[CH3:44][O:43][CH2:42][O:41][C:32]1[CH:33]=[C:34]([O:37][CH2:38][O:39][CH3:40])[CH:35]=[CH:36][C:31]=1[C:12]1[N:11]([CH2:10][CH2:9][OH:8])[C:15]2=[N:16][C:17]([C:20]([O:22][CH2:23][CH3:24])=[O:21])=[CH:18][CH:19]=[C:14]2[C:13]=1[CH:25]1[CH2:26][CH2:27][CH2:28][CH2:29][CH2:30]1 |f:4.5|. Procedure: To a solution of ethyl 1-(2-benzyloxyethyl)-2-(2,4-bismethoxymethoxyphenyl)-3-cyclohexyl-1H-pyrrolo[2,3-b]pyridine-6-carboxylate (727 mg, 1.20 mmol) in tetrahydrofuran (10 ml) and methanol (10 ml) was added 7.5% palladium carbon (225 mg), and the mixture was stirred at atmospheric pressure and in a hydrogen atmosphere at room temperature for 12 hr. The reaction mixture was filtered and the filtrate was concentrated under reduced pressure to give ethyl 2-(2,4-bismethoxymethoxyphenyl)-3-cyclohexyl... Starting materials: ClCc1cccc(OCc2ccccc2)c1, CCOC(=O)Cc1c(C)[nH]c2ccc(Br)cc12, CCOC(C)=O, CCCCCC. Product: CCOC(=O)Cc1c(C)n(Cc2cccc(OCc3ccccc3)c2)c2ccc(Br)cc12. As a reaction SMILES: [CH2:18]([c:19]1[cH:20][cH:21][cH:22][cH:23][cH:24]1)[O:25][c:26]1[cH:27][c:28]([CH2:29][Cl:30])[cH:31][cH:32][cH:33]1.[CH2:1]([CH3:2])[O:3][C:4]([CH2:5][c:6]1[c:7]([CH3:16])[nH:8][c:9]2[cH:10][cH:11][c:12]([Br:15])[cH:13][c:14]12)=[O:17].[CH3:34][CH2:35][O:36][C:37]([CH3:38])=[O:39].[CH3:40][CH2:41][CH2:42][CH2:43][CH2:44][CH3:45]>>[CH2:1]([CH3:2])[O:3][C:4]([CH2:5][c:6]1[c:7]([CH3:16])[n:8]([CH2:29][c:28]2[cH:27][c:26]([O:25][CH2:18][c:19]3[cH:20][cH:21][cH:22][cH:23][cH:24]3)[cH:33][cH:32][cH:31]2)[c:9]2[cH:10][cH:11][c:12]([Br:15])[cH:13][c:14]12)=[O:17]. Reactants: O=S(=O)(Cl)CC(F)(F)F, N#Cc1ccc(-c2cncc(N)c2)cc1Cl, c1ccncc1. Yields the product N#Cc1ccc(-c2cncc(NS(=O)(=O)CC(F)(F)F)c2)cc1Cl. Reaction SMILES: [F:17][C:18]([CH2:19][S:20](=[O:21])(=[O:22])[Cl:23])([F:24])[F:25].[NH2:1][c:2]1[cH:3][c:4](-[c:8]2[cH:9][c:10]([Cl:16])[c:11]([C:12]#[N:13])[cH:14][cH:15]2)[cH:5][n:6][cH:7]1.[cH:26]1[cH:27][cH:28][n:29][cH:30][cH:31]1>>[NH:1]([c:2]1[cH:3][c:4](-[c:8]2[cH:9][c:10]([Cl:16])[c:11]([C:12]#[N:13])[cH:14][cH:15]2)[cH:5][n:6][cH:7]1)[S:20]([CH2:19][C:18]([F:17])([F:24])[F:25])(=[O:21])=[O:22]. Starting materials: C(OC)(OC1=CC=CC=C1)=O (methyl phenyl carbonate), C(OC1=CC=CC=C1)(OC1=CC=CC=C1)=O (diphenyl carbonate), C(C1=CC=CC=C1)(=O)OC1=CC=CC=C1 (phenyl benzoate), C(OC)(OC)=O (dimethyl carbonate). Reagents/catalysts: [O-]C1=CC=CC=C1.[O-]C1=CC=CC=C1.[O-]C1=CC=CC=C1.[O-]C1=CC=CC=C1.[Ti+4] (titanium tetraphenoxide). The product is C(C1=CC=CC=C1)(=O)OC1=CC=CC=C1 (Phenyl benzoate), C(C1=CC=CC=C1)(=O)OC (methyl benzoate). RXN SMILES: [C:1]([O:9][C:10]1[CH:15]=[CH:14][CH:13]=[CH:12][CH:11]=1)(=[O:8])[C:2]1[CH:7]=[CH:6][CH:5]=[CH:4][CH:3]=1.C(=O)(OC)OC.C(=O)(OC1C=CC=CC=1)OC.C(=O)(OC1C=CC=CC=1)OC1C=CC=CC=1>[O-]C1C=CC=CC=1.[O-]C1C=CC=CC=1.[O-]C1C=CC=CC=1.[O-]C1C=CC=CC=1.[Ti+4]>[C:1]([O:9][C:10]1[CH:15]=[CH:14][CH:13]=[CH:12][CH:11]=1)(=[O:8])[C:2]1[CH:3]=[CH:4][CH:5]=[CH:6][CH:7]=1.[C:1]([O:9][CH3:10])(=[O:8])[C:2]1[CH:7]=[CH:6][CH:5]=[CH:4][CH:3]=1 |f:4.5.6.7.8|. Procedure: Phenyl benzoate was synthesized using the same method as in Example 9. Next, into an autoclave made of SUS316 having an internal volume of 100 ml were charged the synthesized phenyl benzoate 30 g (151 mmole), dimethyl carbonate 6.82 g (75.7 mmole) and titanium tetraphenoxide 0.02 g (0.045 mmole). After replacing the air with nitrogen, the autoclave was sealed and the contents were reacted for two hours at 200° C. After completing the reaction, the reaction mixture was analyzed by gas chromatogra...